From a dataset of the Open Reaction Database (ORD), a public repository of structured organic reaction records. describe an organic reaction: reactants, conditions, products, and yield Reactants: ClC=1N=CC2=C(N(CC(C(N2)=O)(F)F)CC2=CC=C(C=C2)OC)N1 (2-chloro-7,7-difluoro-9-(4-methoxy-benzyl)-5,7,8,9-tetrahydro-pyrimido[4,5-b][1,4]diazepin-6-one), C([O-])([O-])=O.[Cs+].[Cs+] (cesium carbonate), IC (iodomethane). Run in CN(C=O)C (dimethylformamide). Run at time 4 hour. Yields the product ClC=1N=CC2=C(N(CC(C(N2C)=O)(F)F)CC2=CC=C(C=C2)OC)N1 (2-chloro-7,7-difluoro-9-(4-methoxy-benzyl)-5-methyl-5,7,8,9-tetrahydro-pyrimido[4,5-b][1,4]diazepin-6-one). Isolated yield 89.3%. Reaction SMILES: [Cl:1][C:2]1[N:3]=[CH:4][C:5]2[NH:11][C:10](=[O:12])[C:9]([F:14])([F:13])[CH2:8][N:7]([CH2:15][C:16]3[CH:21]=[CH:20][C:19]([O:22][CH3:23])=[CH:18][CH:17]=3)[C:6]=2[N:24]=1.[C:25](=O)([O-])[O-].[Cs+].[Cs+].IC>CN(C)C=O>[Cl:1][C:2]1[N:3]=[CH:4][C:5]2[N:11]([CH3:25])[C:10](=[O:12])[C:9]([F:14])([F:13])[CH2:8][N:7]([CH2:15][C:16]3[CH:17]=[CH:18][C:19]([O:22][CH3:23])=[CH:20][CH:21]=3)[C:6]=2[N:24]=1 |f:1.2.3|. Reported procedure: To a solution of 0.60 g (0.0017 mole) of 2-chloro-7,7-difluoro-9-(4-methoxy-benzyl)-5,7,8,9-tetrahydro-pyrimido[4,5-b][1,4]diazepin-6-one (VI-291) in 8 mL of dimethylformamide was added 0.83 g (0.0026 mole) of cesium carbonate, followed by 0.32 mL (0.0051 mole) of iodomethane. After stirring four hours, the mixture filtered and then concentrated under reduced pressure. Ice water was added to the residue to give a precipitate. The solid was collected by filtration, washed with water and dried und... Yields the product NC1=CC(=NC=C1)C(=O)OC (methyl 4-aminopicolinate). Run at time 8 hour. Solvent: CN(C=O)C (dimethylformamide). Starting materials: ClC1=CC(=NC=C1)C(=O)OC (methyl 4-chloropicolinate), [N-]=[N+]=[N-].[Na+] (sodium azide). Procedure: A mixture of 2.0 g of methyl 4-chloropicolinate and 2 g of sodium azide in 20 ml of dimethylformamide is stirred at 100° for 8 hours. The solvent is removed in vacuo, the reaction is diluted with water and the product extracted into ethyl acetate. After drying over magnesium sulfate, the solvent is removed in vacuo. The residue is hydrogenated in 30 ml of ethanol at atmospheric pressure over 500 mg of 10% palladium on carbon catalyst for 3 hours. After filtration through filter-cel the solvent i... As a reaction SMILES: Cl[C:2]1[CH:7]=[CH:6][N:5]=[C:4]([C:8]([O:10][CH3:11])=[O:9])[CH:3]=1.[N-:12]=[N+]=[N-].[Na+]>CN(C)C=O>[NH2:12][C:2]1[CH:7]=[CH:6][N:5]=[C:4]([C:8]([O:10][CH3:11])=[O:9])[CH:3]=1 |f:1.2|. RXN SMILES: [C:37](=[O:38])([O-:39])[O-:40].[CH3:44][N:45]([CH3:46])[CH:47]=[O:48].[Cl:1][c:2]1[c:3]([OH:22])[cH:4][c:5](-[n:9]2[c:10](=[O:21])[n:11]([CH3:20])[c:12]([C:16]([F:17])([F:18])[F:19])[cH:13][c:14]2=[O:15])[c:6]([F:8])[cH:7]1.[Cl:23][c:24]1[n:25][cH:26][cH:27][c:28]([O:30][CH:31]([CH3:32])[C:33](=[O:34])[O:35][CH3:36])[n:29]1.[K+:41].[K+:42].[OH2:43]>>[Cl:1][c:2]1[c:3]([O:22][c:24]2[n:25][cH:26][cH:27][c:28]([O:30][CH:31]([CH3:32])[C:33](=[O:34])[O:35][CH3:36])[n:29]2)[cH:4][c:5](-[n:9]2[c:10](=[O:21])[n:11]([CH3:20])[c:12]([C:16]([F:17])([F:18])[F:19])[cH:13][c:14]2=[O:15])[c:6]([F:8])[cH:7]1. Reactants: O=C([O-])[O-], CN(C)C=O, Cn1c(C(F)(F)F)cc(=O)n(-c2cc(O)c(Cl)cc2F)c1=O, COC(=O)C(C)Oc1ccnc(Cl)n1, [K+], [K+], O. The product is COC(=O)C(C)Oc1ccnc(Oc2cc(-n3c(=O)cc(C(F)(F)F)n(C)c3=O)c(F)cc2Cl)n1. The reactants are ClC1=CC2=C(C3=C(CN=C2C2=C(C=CC=C2)Cl)C=NC=N3)C=C1 (9-chloro-7-(2-chlorophenyl)-5H-pyrimido[5,4-d][2]benzazepine), ClC1=CC(=CC=C1)C(=O)OO (m-chloroperbenzoic acid). Solvent: C(Cl)Cl (methylene chloride). Product: ClC1=CC2=C(C3=C(C[N+](=C2C2=C(C=CC=C2)Cl)[O-])C=NC=N3)C=C1 (9-Chloro-7-(2-chlorophenyl)-5H-pyrimido[5,4-d][2]benzazepine-6-oxide). Reaction SMILES: [Cl:1][C:2]1[CH:23]=[CH:22][C:5]2[C:6]3[N:21]=[CH:20][N:19]=[CH:18][C:7]=3[CH2:8][N:9]=[C:10]([C:11]3[CH:16]=[CH:15][CH:14]=[CH:13][C:12]=3[Cl:17])[C:4]=2[CH:3]=1.ClC1C=CC=C(C(OO)=[O:32])C=1>C(Cl)Cl>[Cl:1][C:2]1[CH:23]=[CH:22][C:5]2[C:6]3[N:21]=[CH:20][N:19]=[CH:18][C:7]=3[CH2:8][N+:9]([O-:32])=[C:10]([C:11]3[CH:16]=[CH:15][CH:14]=[CH:13][C:12]=3[Cl:17])[C:4]=2[CH:3]=1. Procedure details: A solution of 6.8 g (20 mmole) of 9-chloro-7-(2-chlorophenyl)-5H-pyrimido[5,4-d][2]benzazepine, 6 g (30 mmole) of 85% m-chloroperbenzoic acid in 200 ml of methylene chloride was stirred at room temperature for 4 hrs. The mixture was washed with an excess of ice cold dilute sodium hydroxide, dried over ahydrous sodium sulfate and filtered over hyflo. The filtrate was concentrated at reduced pressure to dryness. The residue was crystallized from a mixture of methylene chloride and ether to give a ... Reactants: C(C)(=O)N1CCC(CC1)CCC(C1=CC=C(C=C1)F)=O (1-acetyl-4-[2-(4 -fluorobenzoyl)ethyl]piperidine), N1CCCC1 (pyrrolidine). Product: C(C)(=O)N1CCC(CC1)CCC(C1=CC=C(C=C1)N1CCCC1)=O (1-Acetyl-4-[2-(4-pyrrolidinobenzoyl)ethyl]piperidine). As a reaction SMILES: [C:1]([N:4]1[CH2:9][CH2:8][CH:7]([CH2:10][CH2:11][C:12](=[O:20])[C:13]2[CH:18]=[CH:17][C:16](F)=[CH:15][CH:14]=2)[CH2:6][CH2:5]1)(=[O:3])[CH3:2].[NH:21]1[CH2:25][CH2:24][CH2:23][CH2:22]1>>[C:1]([N:4]1[CH2:9][CH2:8][CH:7]([CH2:10][CH2:11][C:12](=[O:20])[C:13]2[CH:18]=[CH:17][C:16]([N:21]3[CH2:25][CH2:24][CH2:23][CH2:22]3)=[CH:15][CH:14]=2)[CH2:6][CH2:5]1)(=[O:3])[CH3:2]. Procedure details: Using 3.2 g of 1-acetyl-4-[2-(4 -fluorobenzoyl)ethyl]piperidine and 6 ml of pyrrolidine, the procedure of Example 53 was repeated to give 2.7 g of a colorless oil. Starting materials: ClC1=NC=C(C=C1N)OC (2-chloro-5-methoxypyridin-3-amine), C(C=C)(=O)OCC (ethyl acrylate). Reagents/catalysts: CC(C)([P](C(C)(C)C)([Pd][P](C(C)(C)C)(C(C)(C)C)C(C)(C)C)C(C)(C)C)C (bis(tri-tert-butylphosphine)palladium(0)). Solvent: C(C)N(CC)CC (triethylamine). Run at temperature 155 celsius, time 6 hour. Product: NC=1C(=NC=C(C1)OC)/C=C/C(=O)OCC (ethyl (2E)-3-(3-amino-5-methoxypyridin-2-yl)acrylate), COC1=CN=C2C=CC(NC2=C1)=O (7-methoxy-1,5-naphthyridin-2(1H)-one). RXN SMILES: Cl[C:2]1[C:7]([NH2:8])=[CH:6][C:5]([O:9][CH3:10])=[CH:4][N:3]=1.[C:11]([O:15][CH2:16][CH3:17])(=[O:14])[CH:12]=[CH2:13]>CC(C)([P](C(C)(C)C)([Pd][P](C(C)(C)C)(C(C)(C)C)C(C)(C)C)C(C)(C)C)C.C(N(CC)CC)C>[NH2:8][C:7]1[C:2](/[CH:13]=[CH:12]/[C:11]([O:15][CH2:16][CH3:17])=[O:14])=[N:3][CH:4]=[C:5]([O:9][CH3:10])[CH:6]=1.[CH3:10][O:9][C:5]1[CH:6]=[C:7]2[C:2]([CH:13]=[CH:12][C:11](=[O:14])[NH:8]2)=[N:3][CH:4]=1 |^1:20,26|. Procedure: To 1.0 g of 2-chloro-5-methoxypyridin-3-amine, 0.82 mL of ethyl acrylate, 4.2 mL of triethylamine, and 0.16 g of bis(tri-tert-butylphosphine)palladium(0) were added, and the mixture was stirred at an external temperature of 150 to 160° C. for 6 hours in a sealed tube. The reaction mixture was cooled to room temperature and the solvent was distilled off under reduced pressure. The resultant residue was purified by flash silica gel column chromatography using gradient elution with chloroform:metha...